From a dataset of the Open Reaction Database (ORD), a public repository of structured organic reaction records. describe an organic reaction: reactants, conditions, products, and yield The reactants are O=C(O)CC1CSC(c2cc3cc(Cl)cc(NC4CCCC4)c3[nH]2)=N1, OC1CCNC1. Product: O=C(CC1CSC(c2cc3cc(Cl)cc(NC4CCCC4)c3[nH]2)=N1)N1CCC(O)C1. Reaction SMILES: [Cl:1][c:2]1[cH:3][c:4]2[cH:5][c:6]([C:17]3=[N:21][CH:20]([CH2:22][C:23](=[O:24])[OH:25])[CH2:19][S:18]3)[nH:7][c:8]2[c:9]([NH:11][CH:12]2[CH2:13][CH2:14][CH2:15][CH2:16]2)[cH:10]1.[NH:26]1[CH2:27][CH:28]([OH:31])[CH2:29][CH2:30]1>>[Cl:1][c:2]1[cH:3][c:4]2[cH:5][c:6]([C:17]3=[N:21][CH:20]([CH2:22][C:23](=[O:25])[N:26]4[CH2:27][CH:28]([OH:31])[CH2:29][CH2:30]4)[CH2:19][S:18]3)[nH:7][c:8]2[c:9]([NH:11][CH:12]2[CH2:13][CH2:14][CH2:15][CH2:16]2)[cH:10]1. Starting materials: CCCCOc1nc(N)c2nc(OC)n(CCCC3CCCCN3)c2n1, CCCC(C)Oc1nc(N)c2nc(OC)n(CCCCC3CCN(C(=O)OCc4ccccc4)CC3)c2n1. Yields the product CCCC(C)Oc1nc(N)c2nc(OC)n(CCCCC3CCNCC3)c2n1. Reaction SMILES: [CH2:1]([O:2][c:3]1[n:4][c:5]2[c:6]([n:7][c:8]([O:9][CH3:10])[n:11]2[CH2:12][CH2:13][CH2:14][CH:15]2[CH2:16][CH2:17][CH2:18][CH2:19][NH:20]2)[c:21]([NH2:22])[n:23]1)[CH2:24][CH2:25][CH3:26].[NH2:27][c:28]1[c:29]2[n:30][c:31]([O:63][CH3:64])[n:32]([CH2:43][CH2:44][CH2:45][CH2:46][CH:47]3[CH2:48][CH2:49][N:50]([C:53]([O:54][CH2:55][c:56]4[cH:57][cH:58][cH:59][cH:60][cH:61]4)=[O:62])[CH2:51][CH2:52]3)[c:33]2[n:34][c:35]([O:37][CH:38]([CH2:39][CH2:40][CH3:41])[CH3:42])[n:36]1>>[NH2:27][c:28]1[c:29]2[n:30][c:31]([O:63][CH3:64])[n:32]([CH2:43][CH2:44][CH2:45][CH2:46][CH:47]3[CH2:48][CH2:49][NH:50][CH2:51][CH2:52]3)[c:33]2[n:34][c:35]([O:37][CH:38]([CH2:39][CH2:40][CH3:41])[CH3:42])[n:36]1. Starting materials: O=C([O-])[O-], CCCC[N+](CCCC)(CCCC)CCCC, COC(=O)C(NC(=O)OC(C)(C)C)c1ccc(O)cc1, COCCBr, [Cs+], [Cs+], [I-], CN(C)C=O. Yields the product COCCOc1ccc(C(NC(=O)OC(C)(C)C)C(=O)OC)cc1. Reaction SMILES: [C:26](=[O:27])([O-:28])[O-:29].[CH2:38]([N+:39]([CH2:40][CH2:41][CH2:42][CH3:43])([CH2:44][CH2:45][CH2:46][CH3:47])[CH2:48][CH2:49][CH2:50][CH3:51])[CH2:52][CH2:53][CH3:54].[CH3:1][O:2][C:3]([CH:4]([c:5]1[cH:6][cH:7][c:8]([OH:11])[cH:9][cH:10]1)[NH:12][C:13](=[O:14])[O:15][C:16]([CH3:17])([CH3:18])[CH3:19])=[O:20].[CH3:21][O:22][CH2:23][CH2:24][Br:25].[Cs+:30].[Cs+:31].[I-:37].[O:32]=[CH:33][N:34]([CH3:35])[CH3:36]>>[CH3:1][O:2][C:3]([CH:4]([c:5]1[cH:6][cH:7][c:8]([O:11][CH2:24][CH2:23][O:22][CH3:21])[cH:9][cH:10]1)[NH:12][C:13](=[O:14])[O:15][C:16]([CH3:17])([CH3:18])[CH3:19])=[O:20].